Task: describe an organic reaction: reactants, conditions, products, and yield. Dataset: the Open Reaction Database (ORD), a public repository of structured organic reaction records Reactants: COC1OC(COC(=O)c2ccccc2)C(OC(=O)c2ccccc2)C1OC(=O)c1ccccc1, CC(=O)OC(C)=O, CC(=O)O, O, O=S(=O)(O)O, c1ccncc1. Product: CC(=O)OC1OC(COC(=O)c2ccccc2)C(OC(=O)c2ccccc2)C1OC(=O)c1ccccc1. As a reaction SMILES: [C:1]([c:2]1[cH:3][cH:4][cH:5][cH:6][cH:7]1)(=[O:8])[O:9][CH:10]1[CH:11]([O:12][CH3:13])[O:14][CH:15]([CH2:26][O:27][C:28]([c:29]2[cH:30][cH:31][cH:32][cH:33][cH:34]2)=[O:35])[CH:16]1[O:17][C:18]([c:19]1[cH:20][cH:21][cH:22][cH:23][cH:24]1)=[O:25].[CH3:36][C:37]([O:38][C:39](=[O:40])[CH3:41])=[O:42].[CH3:43][C:44]([OH:45])=[O:46].[OH2:58].[S:53](=[O:54])(=[O:55])([OH:56])[OH:57].[cH:47]1[cH:48][cH:49][n:50][cH:51][cH:52]1>>[C:1]([c:2]1[cH:3][cH:4][cH:5][cH:6][cH:7]1)(=[O:8])[O:9][CH:10]1[CH:11]([O:45][C:44]([CH3:43])=[O:46])[O:14][CH:15]([CH2:26][O:27][C:28]([c:29]2[cH:30][cH:31][cH:32][cH:33][cH:34]2)=[O:35])[CH:16]1[O:17][C:18]([c:19]1[cH:20][cH:21][cH:22][cH:23][cH:24]1)=[O:25]. The reactants are C(C)(C)(C)OC(NC1=CC(=C(C=C1[N+](=O)[O-])C1=C(C=CC=C1)F)N(C)C)=O ((2-dimethylamino-2′-fluoro-5-nitro-biphenyl-4-yl)-carbamic acid tert-butyl ester). Reagents/catalysts: [Pd] (Pd/C). The product is C(C)(C)(C)OC(NC1=CC(=C(C=C1N)C1=C(C=CC=C1)F)N(C)C)=O ((5-Amino-2-dimethylamino-2′-fluoro-biphenyl-4-yl)-carbamic acid tert-butyl ester), solid. RXN SMILES: [C:1]([O:5][C:6](=[O:27])[NH:7][C:8]1[C:13]([N+:14]([O-])=O)=[CH:12][C:11]([C:17]2[CH:22]=[CH:21][CH:20]=[CH:19][C:18]=2[F:23])=[C:10]([N:24]([CH3:26])[CH3:25])[CH:9]=1)([CH3:4])([CH3:3])[CH3:2]>[Pd]>[C:1]([O:5][C:6](=[O:27])[NH:7][C:8]1[C:13]([NH2:14])=[CH:12][C:11]([C:17]2[CH:22]=[CH:21][CH:20]=[CH:19][C:18]=2[F:23])=[C:10]([N:24]([CH3:25])[CH3:26])[CH:9]=1)([CH3:4])([CH3:3])[CH3:2]. Reported procedure: The title compound was prepared from (2-dimethylamino-2′-fluoro-5-nitro-biphenyl-4-yl)-carbamic acid tert-butyl ester (Example C2) (4.54 g, 12.1 mmol) by hydrogenation with 10% Pd/C according to the general procedure J (method a). Obtained as a light brown solid (3.324 g). The reactants are ClCCCBr, CC(C)(C)[O-], COc1cc2c(cc1OC)CC(=O)NC=C2, CS(C)=O, [K+], O. The product is COc1cc2c(cc1OC)CC(=O)N(CCCCl)C=C2. As a reaction SMILES: [Br:24][CH2:25][CH2:26][CH2:27][Cl:28].[CH3:17][C:18]([CH3:19])([O-:20])[CH3:21].[CH3:1][O:2][c:3]1[cH:4][c:5]2[c:6]([cH:13][c:14]1[O:15][CH3:16])[CH2:7][C:8](=[O:12])[NH:9][CH:10]=[CH:11]2.[CH3:29][S:30]([CH3:31])=[O:32].[K+:22].[OH2:23]>>[CH3:1][O:2][c:3]1[cH:4][c:5]2[c:6]([cH:13][c:14]1[O:15][CH3:16])[CH2:7][C:8](=[O:12])[N:9]([CH2:25][CH2:26][CH2:27][Cl:28])[CH:10]=[CH:11]2.